This data is from the Open Reaction Database (ORD), a public repository of structured organic reaction records. The task is: describe an organic reaction: reactants, conditions, products, and yield The reactants are BrCCCCCCBr, CCN(CC)C(=O)c1ccc(CCCCS)cc1, [Na+], [OH-], O. The product is CCN(CC)C(=O)c1ccc(CCCCSCCCCCCBr)cc1. RXN SMILES: [Br:19][CH2:20][CH2:21][CH2:22][CH2:23][CH2:24][CH2:25][Br:26].[CH2:1]([CH3:2])[N:3]([C:4]([c:5]1[cH:6][cH:7][c:8]([CH2:11][CH2:12][CH2:13][CH2:14][SH:15])[cH:9][cH:10]1)=[O:16])[CH2:17][CH3:18].[Na+:28].[OH-:27].[OH2:29]>>[CH2:1]([CH3:2])[N:3]([C:4]([c:5]1[cH:6][cH:7][c:8]([CH2:11][CH2:12][CH2:13][CH2:14][S:15][CH2:25][CH2:24][CH2:23][CH2:22][CH2:21][CH2:20][Br:19])[cH:9][cH:10]1)=[O:16])[CH2:17][CH3:18]. As a reaction SMILES: [BrH:24].[CH3:31][C:32](=[O:33])[OH:34].[Na+:25].[Na+:26].[O-:27][C:28](=[O:29])[O-:30].[c:1]1([CH2:7][CH2:8][CH2:9][N:10]2[CH2:11][CH:12]([c:16]3[cH:17][c:18]([O:22][CH3:23])[cH:19][cH:20][cH:21]3)[CH2:13][CH2:14][CH2:15]2)[cH:2][cH:3][cH:4][cH:5][cH:6]1>>[c:1]1([CH2:7][CH2:8][CH2:9][N:10]2[CH2:11][CH:12]([c:16]3[cH:17][c:18]([OH:22])[cH:19][cH:20][cH:21]3)[CH2:13][CH2:14][CH2:15]2)[cH:2][cH:3][cH:4][cH:5][cH:6]1. The product is Oc1cccc(C2CCCN(CCCc3ccccc3)C2)c1. Starting materials: Br, CC(=O)O, [Na+], [Na+], O=C([O-])[O-], COc1cccc(C2CCCN(CCCc3ccccc3)C2)c1. The reactants are N#CC1(c2cccc(C(=O)O)c2)CC1, CCN=C=NCCCN(C)C, CN(C)c1ccncc1, Cl, Nc1cccc(Oc2ccc3nc(NC(=O)C4CC4)[nH]c3c2)c1, c1ccncc1. Product: N#CC1(c2cccc(C(=O)Nc3cccc(Oc4ccc5nc(NC(=O)C6CC6)[nH]c5c4)c3)c2)CC1. Reaction SMILES: [C:24](#[N:25])[C:26]1([c:29]2[cH:30][c:31]([C:32](=[O:33])[OH:34])[cH:35][cH:36][cH:37]2)[CH2:27][CH2:28]1.[CH2:39]([N:40]=[C:41]=[N:42][CH2:43][CH2:44][CH2:45][N:46]([CH3:47])[CH3:48])[CH3:49].[CH3:50][N:51]([CH3:52])[c:53]1[cH:54][cH:55][n:56][cH:57][cH:58]1.[ClH:38].[NH2:1][c:2]1[cH:3][c:4]([O:5][c:6]2[cH:7][cH:8][c:9]3[c:10]([nH:11][c:12]([NH:14][C:15](=[O:16])[CH:17]4[CH2:18][CH2:19]4)[n:13]3)[cH:20]2)[cH:21][cH:22][cH:23]1.[cH:59]1[cH:60][cH:61][n:62][cH:63][cH:64]1>>[NH:1]([c:2]1[cH:3][c:4]([O:5][c:6]2[cH:7][cH:8][c:9]3[c:10]([nH:11][c:12]([NH:14][C:15](=[O:16])[CH:17]4[CH2:18][CH2:19]4)[n:13]3)[cH:20]2)[cH:21][cH:22][cH:23]1)[C:32]([c:31]1[cH:30][c:29]([C:26]2([C:24]#[N:25])[CH2:27][CH2:28]2)[cH:37][cH:36][cH:35]1)=[O:33].